From a dataset of the Open Reaction Database (ORD), a public repository of structured organic reaction records. describe an organic reaction: reactants, conditions, products, and yield The reactants are FC=1C=C2C(=C(/C(/C2=CC1)=C/C1=CC=C(C=C1)SC)C)CCON (O-2-[Z-5-fluoro-2-methyl-1-(4-methylthiophenyl)methylene-1H-inden-3-yl]ethyl hydroxylamine), O=C(C(=O)O)C (2-oxopropionic acid). Yields the product FC=1C=C2C(=C(/C(/C2=CC1)=C/C1=CC=C(C=C1)SC)C)CCON=C(C(C)=O)O (2-oxopropionic acid-O-2-[Z-5-fluoro-2-methyl-1-(4-methylthiophenyl)methylene-1H-inden-3-yl]ethyl oxime). Reaction SMILES: [F:1][C:2]1[CH:3]=[C:4]2[C:8](=[CH:9][CH:10]=1)/[C:7](=[CH:11]\[C:12]1[CH:17]=[CH:16][C:15]([S:18][CH3:19])=[CH:14][CH:13]=1)/[C:6]([CH3:20])=[C:5]2[CH2:21][CH2:22][O:23][NH2:24].[O:25]=[C:26]([CH3:30])[C:27](O)=[O:28]>>[F:1][C:2]1[CH:3]=[C:4]2[C:8](=[CH:9][CH:10]=1)/[C:7](=[CH:11]\[C:12]1[CH:17]=[CH:16][C:15]([S:18][CH3:19])=[CH:14][CH:13]=1)/[C:6]([CH3:20])=[C:5]2[CH2:21][CH2:22][O:23][N:24]=[C:27]([OH:28])[C:26](=[O:25])[CH3:30]. Procedure details: The title compound is prepared by reaction of O-2-[Z-5-fluoro-2-methyl-1-(4-methylthiophenyl)methylene-1H-inden-3-yl]ethyl hydroxylamine with 2-oxopropionic acid by the method of Example 1. Starting materials: OC(/C=C/C1=CC=CC(=N1)CC1CCC(O1)=O)CCCCCCCC (5-(6-[(1E)-(3RS)-3-hydroxy-1-undecenyl]-2-pyridyl-methyl)-tetrahydrofuran-2-one), 1, [OH-].[Na+] (sodium hydroxide). The solvent is CO (methanol). Yields the product OC(CCC(=O)O)CC1=NC(=CC=C1)\C=C\C(CCCCCCCC)O ((4RS)-4-Hydroxy-5-{6-[(1E)-(3RS)-3-hydroxy-1-undecenyl]-2-pyridyl}-pentanoic acid). Reaction SMILES: [OH:1][CH:2]([CH2:18][CH2:19][CH2:20][CH2:21][CH2:22][CH2:23][CH2:24][CH3:25])/[CH:3]=[CH:4]/[C:5]1[N:10]=[C:9]([CH2:11][CH:12]2[O:16][C:15](=[O:17])[CH2:14][CH2:13]2)[CH:8]=[CH:7][CH:6]=1.[OH-:26].[Na+]>CO>[OH:16][CH:12]([CH2:11][C:9]1[CH:8]=[CH:7][CH:6]=[C:5](/[CH:4]=[CH:3]/[CH:2]([OH:1])[CH2:18][CH2:19][CH2:20][CH2:21][CH2:22][CH2:23][CH2:24][CH3:25])[N:10]=1)[CH2:13][CH2:14][C:15]([OH:26])=[O:17] |f:1.2|. Procedure: Under the conditions of example 2, 30 mg of 5-(6-[(1E)-(3RS)-3-hydroxy-1-undecenyl]-2-pyridyl-methyl)-tetrahydrofuran-2-one in 2 ml of methanol is saponified with 1 ml of 1 n sodium hydroxide solution and worked up. 20 mg of the title compound is obtained as oil. The reactants are C(C)N(CCCOC1=C(C=O)C=CC(=C1)OCCC1=CC=C(C=C1)Cl)CC (2-(3-diethylaminopropoxy)-4-[2-(4-chlorophenyl)ethoxy]benzaldehyde), C(CCC)NC1=C(N)C=CC(=C1)OCCCN(CC)CC (2-(n-butylamino)-4-(3-diethylaminopropoxy)aniline). The solvent is C(C)O (ethanol). Product: C(CCC)N1C(=NC2=C1C=C(C=C2)OCCCN(CC)CC)C2=C(OCCCN(CC)CC)C=C(C=C2)OCCC2=CC=C(C=C2)Cl ((3-{2-[1-butyl-6-(3-diethylamino-propoxy)-1H-benzimidazol-2-yl]-5-[2-(4-chloro-phenyl)-ethoxy]-phenoxy}-propyl)-diethylamine). The yield is 64.8%. RXN SMILES: [CH2:1]([N:3]([CH2:26][CH3:27])[CH2:4][CH2:5][CH2:6][O:7][C:8]1[CH:15]=[C:14]([O:16][CH2:17][CH2:18][C:19]2[CH:24]=[CH:23][C:22]([Cl:25])=[CH:21][CH:20]=2)[CH:13]=[CH:12][C:9]=1[CH:10]=O)[CH3:2].[CH2:28]([NH:32][C:33]1[CH:39]=[C:38]([O:40][CH2:41][CH2:42][CH2:43][N:44]([CH2:47][CH3:48])[CH2:45][CH3:46])[CH:37]=[CH:36][C:34]=1[NH2:35])[CH2:29][CH2:30][CH3:31]>C(O)C>[CH2:28]([N:32]1[C:33]2[CH:39]=[C:38]([O:40][CH2:41][CH2:42][CH2:43][N:44]([CH2:47][CH3:48])[CH2:45][CH3:46])[CH:37]=[CH:36][C:34]=2[N:35]=[C:10]1[C:9]1[CH:12]=[CH:13][C:14]([O:16][CH2:17][CH2:18][C:19]2[CH:24]=[CH:23][C:22]([Cl:25])=[CH:21][CH:20]=2)=[CH:15][C:8]=1[O:7][CH2:6][CH2:5][CH2:4][N:3]([CH2:26][CH3:27])[CH2:1][CH3:2])[CH2:29][CH2:30][CH3:31]. Procedure: A solution of 2-(3-diethylaminopropoxy)-4-[2-(4-chlorophenyl)ethoxy]benzaldehyde (synthesized via General Procedures D1 and D2) (429 mg; 1.1 mmol) and 2-(n-butylamino)-4-(3-diethylaminopropoxy)aniline (synthesized via General Procedures G1 and G2 and I) (293 mg; 1 mmol) in ethanol (5 mL) was heated to reflux following General Procedure K. The crude product was purified by silica gel column chromatography using 10% MeOH in DCM with a gradual increment of triethylamine (0.2 to 1.0%) as eluent to a...